From a dataset of the Open Reaction Database (ORD), a public repository of structured organic reaction records. describe an organic reaction: reactants, conditions, products, and yield The reactants are C1CCOC1, CN(C)C(C#N)C1CCC2(CC1)OCCO2, [Cl-], [Cl-], [NH4+], O, [Mg+]CCc1ccccc1. The product is CN(C)C(CCc1ccccc1)C1CCC2(CC1)OCCO2. Reaction SMILES: [CH2:30]1[O:31][CH2:32][CH2:33][CH2:34]1.[CH3:1][N:2]([CH3:3])[CH:4]([C:5]#[N:6])[CH:7]1[CH2:8][CH2:9][C:10]2([O:11][CH2:12][CH2:13][O:14]2)[CH2:15][CH2:16]1.[Cl-:17].[Cl-:27].[NH4+:28].[OH2:29].[c:18]1([CH2:24][CH2:25][Mg+:26])[cH:19][cH:20][cH:21][cH:22][cH:23]1>>[CH3:1][N:2]([CH3:3])[CH:4]([CH2:5][CH2:24][c:18]1[cH:19][cH:20][cH:21][cH:22][cH:23]1)[CH:7]1[CH2:8][CH2:9][C:10]2([O:11][CH2:12][CH2:13][O:14]2)[CH2:15][CH2:16]1. Reactants: O=C1NC(=O)C(=Cc2cn(-c3ccccc3)nc2OCc2ccccc2)S1, CN(C)C=O, CI, [H-], [Na+], O. Product: CN1C(=O)SC(=Cc2cn(-c3ccccc3)nc2OCc2ccccc2)C1=O. RXN SMILES: [CH2:1]([c:2]1[cH:3][cH:4][cH:5][cH:6][cH:7]1)[O:8][c:9]1[n:10][n:11](-[c:22]2[cH:23][cH:24][cH:25][cH:26][cH:27]2)[cH:12][c:13]1[CH:14]=[C:15]1[C:16](=[O:21])[NH:17][C:18](=[O:20])[S:19]1.[CH3:28][N:29]([CH3:30])[CH:31]=[O:32].[CH3:35][I:36].[H-:33].[Na+:34].[OH2:37]>>[CH2:1]([c:2]1[cH:3][cH:4][cH:5][cH:6][cH:7]1)[O:8][c:9]1[n:10][n:11](-[c:22]2[cH:23][cH:24][cH:25][cH:26][cH:27]2)[cH:12][c:13]1[CH:14]=[C:15]1[C:16](=[O:21])[N:17]([CH3:28])[C:18](=[O:20])[S:19]1. Reactants: C1CCOC1, CCO, COC(=O)c1ccc(CN2C(=O)CCc3c(CC4SC(=O)NC4=O)ccc(OC)c32)cc1. Yields the product COc1ccc(CC2SC(=O)NC2=O)c2c1N(Cc1ccc(C(=O)O)cc1)C(=O)CC2. RXN SMILES: [CH2:36]1[O:37][CH2:38][CH2:39][CH2:40]1.[CH3:1][CH2:2][OH:3].[CH3:4][O:5][c:6]1[cH:7][cH:8][c:9]([CH2:28][CH:29]2[C:30](=[O:35])[NH:31][C:32](=[O:34])[S:33]2)[c:10]2[c:15]1[N:14]([CH2:16][c:17]1[cH:18][cH:19][c:20]([C:23](=[O:24])[O:25][CH3:26])[cH:21][cH:22]1)[C:13](=[O:27])[CH2:12][CH2:11]2>>[CH3:4][O:5][c:6]1[cH:7][cH:8][c:9]([CH2:28][CH:29]2[C:30](=[O:35])[NH:31][C:32](=[O:34])[S:33]2)[c:10]2[c:15]1[N:14]([CH2:16][c:17]1[cH:18][cH:19][c:20]([C:23](=[O:24])[OH:25])[cH:21][cH:22]1)[C:13](=[O:27])[CH2:12][CH2:11]2. Reactants: C(=S)=S (carbon disulfide), S1C(=NC2=C1C=CC=C2)COC2=CC(=C(N)C=C2)C (4-(benzothiazol-2-yl)methoxy-2-methylaniline), [OH-].[K+] (potassium hydroxide), CI (methyl iodide). Solvent: CN(C=O)C (dimethylformamide), O (water), O (water). Conditions: time 10 minute. The product is S1C(=NC2=C1C=CC=C2)COC2=CC(=C(C=C2)NC(SC)=S)C (Methyl N-[4-(benzothiazol-2-ylmethoxy)-2-methylphenyl]dithiocarbamate). The yield is 68.0%. As a reaction SMILES: [C:1](=[S:3])=[S:2].[S:4]1[C:8]2[CH:9]=[CH:10][CH:11]=[CH:12][C:7]=2[N:6]=[C:5]1[CH2:13][O:14][C:15]1[CH:21]=[CH:20][C:18]([NH2:19])=[C:17]([CH3:22])[CH:16]=1.[OH-].[K+].[CH3:25]I>CN(C)C=O.O>[S:4]1[C:8]2[CH:9]=[CH:10][CH:11]=[CH:12][C:7]=2[N:6]=[C:5]1[CH2:13][O:14][C:15]1[CH:21]=[CH:20][C:18]([NH:19][C:1](=[S:3])[S:2][CH3:25])=[C:17]([CH3:22])[CH:16]=1 |f:2.3|. Reported procedure: 0.13 ml of carbon disulfide were added to a stirred solution of 500 mg of 4-(benzothiazol-2-yl)methoxy-2-methylaniline [prepared as described in Example 21(b) below] and 114.5 mg of potassium hydroxide in 6 ml of dimethylformamide and 6 ml of water with cooling in an ice-water bath, and the resulting mixture was stirred for 10 minutes. The temperature of the mixture was then elevated to room temperature and the mixture was stirred for a further 30 minutes at this temperature. The reaction mixtur... Starting materials: CC1(OC2=CC=CC=C2CC1)C (2,2-dimethylchroman), ClCCCCC(=O)Cl (5-chlorovaleryl chloride). The product is ClCCCCC(=O)C=1C=C2CCC(OC2=CC1)(C)C (5-Chloro-1-(2,2-dimethyl-3,4-dihydro-2H-chromen-6-yl)-1-pentanone), crystals. Reaction SMILES: [CH3:1][C:2]1([CH3:12])[CH2:11][CH2:10][C:9]2[C:4](=[CH:5][CH:6]=[CH:7][CH:8]=2)[O:3]1.[Cl:13][CH2:14][CH2:15][CH2:16][CH2:17][C:18](Cl)=[O:19]>>[Cl:13][CH2:14][CH2:15][CH2:16][CH2:17][C:18]([C:7]1[CH:8]=[C:9]2[C:4](=[CH:5][CH:6]=1)[O:3][C:2]([CH3:12])([CH3:1])[CH2:11][CH2:10]2)=[O:19]. Procedure: Using 2,2-dimethylchroman (19.7 g) and 5-chlorovaleryl chloride (20.7 g) according to the same method as that of Reference Example 1, the title compound was obtained as colorless crystals (22.0 g) having a melting point of 50 to 51° C. Starting materials: COC(C(CC=1C(=NC(=NC1)NC1=CC=CC=C1)NCC(C)C)C1=CC=C(C=C1)OC)=O (3-(2-phenylamino-4-isobutylamino-pyrimidin-5-yl)-2-(4-methoxy-phenyl)-propionic acid methyl ester), S(O)(O)(=O)=O (sulfuric acid). Reported procedure: To the solution of 3-(2-phenylamino-4-isobutylamino-pyrimidin-5-yl)-2-(4-methoxy-phenyl)-propionic acid methyl ester (17.1 mg, 0.04 mmol) in glacial acetic acid (1 mL) was added concentrated sulfuric acid (0.1 mL) in one portion. The reaction mixture was heated at 85° C. overnight. After cooling, the reaction mixture was diluted with ethyl acetate (50 mL) and quenched with 2 N aqueous sodium hydroxide solution. The organic layer was separated and successively washed with water (10 mL) and brine ... Run at temperature 85 celsius. Yields the product C(C(C)C)N1C(C(CC2=C1N=C(N=C2)NC2=CC=CC=C2)C2=CC=C(C=C2)OC)=O (8-isobutyl-6-(4-methoxy-phenyl)-2-phenylamino-5,8-dihydro-6H-pyrido[2,3-d]pyrimidine-7-one). Reaction SMILES: C[O:2][C:3](=O)[CH:4]([C:24]1[CH:29]=[CH:28][C:27]([O:30][CH3:31])=[CH:26][CH:25]=1)[CH2:5][C:6]1[C:7]([NH:19][CH2:20][CH:21]([CH3:23])[CH3:22])=[N:8][C:9]([NH:12][C:13]2[CH:18]=[CH:17][CH:16]=[CH:15][CH:14]=2)=[N:10][CH:11]=1.S(=O)(=O)(O)O>C(O)(=O)C.C(OCC)(=O)C>[CH2:20]([N:19]1[C:7]2[N:8]=[C:9]([NH:12][C:13]3[CH:18]=[CH:17][CH:16]=[CH:15][CH:14]=3)[N:10]=[CH:11][C:6]=2[CH2:5][CH:4]([C:24]2[CH:25]=[CH:26][C:27]([O:30][CH3:31])=[CH:28][CH:29]=2)[C:3]1=[O:2])[CH:21]([CH3:22])[CH3:23]. Run in C(C)(=O)OCC (ethyl acetate), C(C)(=O)O (acetic acid).